Dataset: the Open Reaction Database (ORD), a public repository of structured organic reaction records. Task: describe an organic reaction: reactants, conditions, products, and yield Procedure details: In tetrahydrofuran (1.5 ml) were dissolved 4-(3-chloro-4-(3-fluorobenzyloxy)phenylamino)-6-formylquinazoline (IV-1, 120 mg) and N-(t-butoxycarbonyl)ethylaminoethoxyamine (110 mg), and 134 μl of 2 mol/L hydrochloric acid was added, then the mixture was stirred at room temperature for 4 hours. After completion of the reaction, the reaction mixture was poured into aqueous ice-cooled saturated sodium bicarbonate solution, and extracted with ethyl acetate. The organic layer was washed with water and ... The reactants are ClC=1C=C(C=CC1OCC1=CC(=CC=C1)F)NC1=NC=NC2=CC=C(C=C12)C=O (4-(3-chloro-4-(3-fluorobenzyloxy)phenylamino)-6-formylquinazoline), C(C)(C)(C)OC(=O)CCNCCON (N-(t-butoxycarbonyl)ethylaminoethoxyamine), Cl (hydrochloric acid), C([O-])(O)=O.[Na+] (sodium bicarbonate). As a reaction SMILES: [Cl:1][C:2]1[CH:3]=[C:4]([NH:17][C:18]2[C:27]3[C:22](=[CH:23][CH:24]=[C:25](C=O)[CH:26]=3)[N:21]=[CH:20][N:19]=2)[CH:5]=[CH:6][C:7]=1[O:8][CH2:9][C:10]1[CH:15]=[CH:14][CH:13]=[C:12]([F:16])[CH:11]=1.C(OC([CH2:37][CH2:38][NH:39][CH2:40][CH2:41][O:42][NH2:43])=O)(C)(C)C.Cl.[C:45](=[O:48])(O)[O-:46].[Na+]>O1CCCC1>[Cl:1][C:2]1[CH:3]=[C:4]([NH:17][C:18]2[C:27]3[CH2:26][C:25](=[N:43][O:42][CH2:41][CH2:40][N:39]([C:45]([O:46][C:10]([CH3:15])([CH3:11])[CH3:9])=[O:48])[CH2:38][CH3:37])[CH:24]=[CH:23][C:22]=3[N:21]=[CH:20][N:19]=2)[CH:5]=[CH:6][C:7]=1[O:8][CH2:9][C:10]1[CH:15]=[CH:14][CH:13]=[C:12]([F:16])[CH:11]=1 |f:3.4|. Yields the product ClC=1C=C(C=CC1OCC1=CC(=CC=C1)F)NC1=NC=NC=2C=CC(CC12)=NOCCN(CC)C(=O)OC(C)(C)C (4-(3-chloro-4-(3-fluorobenzyloxy)phenylamino)-6-(2-(N-(t-butoxycarbonyl)-N-ethylamino)ethyloxyimino)quinazoline). Run in O1CCCC1 (tetrahydrofuran). Conditions: time 4 hour.